This data is from the Open Reaction Database (ORD), a public repository of structured organic reaction records. The task is: describe an organic reaction: reactants, conditions, products, and yield The reactants are C(N)(=O)C=1C(=NC=NC1)NC(=O)C1=NN(C2=NC=CC=C21)CC2=C(C=CC=C2)F (N-(5-Carbamoylpyrimidin-4-yl)-1-(2-fluorobenzyl)-1H-pyrazolo[3,4-b]pyridine-3-carboxamide). The solvent is CN(C(C)=O)C (N,N-dimethylacetamide). Run at temperature 220 celsius, time 30 minute. The product is FC1=C(CN2N=C(C=3C2=NC=CC3)C=3N=C(C=2C(=NC=NC2)N3)O)C=CC=C1 (2-[1-(2-Fluorobenzyl)-1H-pyrazolo[3,4-b]pyridin-3-yl]pyrimido[4,5-d]pyrimidin-4-ol). As a reaction SMILES: [C:1]([C:4]1[C:5]([NH:10][C:11]([C:13]2[C:21]3[C:16](=[N:17][CH:18]=[CH:19][CH:20]=3)[N:15]([CH2:22][C:23]3[CH:28]=[CH:27][CH:26]=[CH:25][C:24]=3[F:29])[N:14]=2)=O)=[N:6][CH:7]=[N:8][CH:9]=1)(=[O:3])[NH2:2]>CN(C)C(=O)C>[F:29][C:24]1[CH:25]=[CH:26][CH:27]=[CH:28][C:23]=1[CH2:22][N:15]1[C:16]2=[N:17][CH:18]=[CH:19][CH:20]=[C:21]2[C:13]([C:11]2[N:2]=[C:1]([OH:3])[C:4]3[C:5]([N:10]=2)=[N:6][CH:7]=[N:8][CH:9]=3)=[N:14]1. Reported procedure: 246 mg (0.629 mmol) of the compound from example 48A were initially charged in N,N-dimethylacetamide (22 ml) and stirred in a microwave at 220° C. for 30 min. The reaction mixture was poured onto ice-water and filtered. The filter residue was washed with water and dried under high vacuum at 50° C. overnight. This gave 142 mg (57% of theory) of the title compound in solid form. Reactants: FC(C(C(=O)O)(C)C)(C)F (3,3-difluoro-2,2-dimethylbutanoic acid), C(C(=O)Cl)(=O)Cl (oxalyl chloride). The solvent is ClCCl (dichloromethane). Run at time 20 hour. Product: FC(C(C(=O)Cl)(C)C)(C)F (3,3-difluoro-2,2-dimethylbutanoyl chloride). Reaction SMILES: [F:1][C:2]([F:10])([CH3:9])[C:3]([CH3:8])([CH3:7])[C:4](O)=[O:5].C(Cl)(=O)C([Cl:14])=O>ClCCl>[F:1][C:2]([F:10])([CH3:9])[C:3]([CH3:8])([CH3:7])[C:4]([Cl:14])=[O:5]. Procedure details: To 1.55 g (9.86 mmol) 3,3-difluoro-2,2-dimethylbutanoic acid in 5 ml of dry dichloromethane was added 3.45 ml (39.5 mmol) of oxalyl chloride. The mixture was stirred at room temperature for 20 hours then solvent and excess reagent removed by distillation followed by addition of carbon tetrachloride and distillation of the solvent. The cooled 3,3-difluoro-2,2-dimethylbutanoyl chloride thus formed was dissolved in 8 ml of dry pyridine and added to a mixture of 2.15 g (4.93 mmol) of [1S-[1α(4R*,6R*... The reactants are C=CCOC(=O)C(C(C)=O)C(CC(=O)Nc1cccc(C(F)(F)F)c1)c1ccc(C#N)cc1, CCO, [Mg+2], O=S(=O)([O-])[O-]. The product is C=CCOC(=O)C1=C(C)N(c2cccc(C(F)(F)F)c2)C(=O)CC1c1ccc(C#N)cc1. As a reaction SMILES: [C:1]([CH3:2])(=[O:3])[CH:4]([C:5](=[O:6])[O:7][CH2:8][CH:9]=[CH2:10])[CH:11]([CH2:12][C:13]([NH:14][c:15]1[cH:16][c:17]([C:21]([F:22])([F:23])[F:24])[cH:18][cH:19][cH:20]1)=[O:25])[c:26]1[cH:27][cH:28][c:29]([C:32]#[N:33])[cH:30][cH:31]1.[CH3:40][CH2:41][OH:42].[Mg+2:34].[O-:35][S:36](=[O:37])(=[O:38])[O-:39]>>[C:1]1([CH3:2])=[C:4]([C:5](=[O:6])[O:7][CH2:8][CH:9]=[CH2:10])[CH:11]([c:26]2[cH:27][cH:28][c:29]([C:32]#[N:33])[cH:30][cH:31]2)[CH2:12][C:13](=[O:25])[N:14]1[c:15]1[cH:16][c:17]([C:21]([F:22])([F:23])[F:24])[cH:18][cH:19][cH:20]1.